From a dataset of the Open Reaction Database (ORD), a public repository of structured organic reaction records. describe an organic reaction: reactants, conditions, products, and yield Starting materials: CCO, CCOC(C)=O, CC(C)(C)OC(=O)NCc1ccc(N2CCC(c3cc(Cl)cc(Cl)c3)(C(F)(F)F)C2)cc1C(F)(F)F, Cl, [Na+], [Na+], O=C([O-])[O-], O. Product: NCc1ccc(N2CCC(c3cc(Cl)cc(Cl)c3)(C(F)(F)F)C2)cc1C(F)(F)F. Reaction SMILES: [CH3:38][CH2:39][OH:40].[CH3:47][CH2:48][O:49][C:50](=[O:51])[CH3:52].[Cl:1][c:2]1[cH:3][c:4]([C:9]2([C:33]([F:34])([F:35])[F:36])[CH2:10][N:11]([c:14]3[cH:15][c:16]([C:29]([F:30])([F:31])[F:32])[c:17]([CH2:18][NH:19][C:20](=[O:21])[O:22][C:23]([CH3:24])([CH3:25])[CH3:26])[cH:27][cH:28]3)[CH2:12][CH2:13]2)[cH:5][c:6]([Cl:8])[cH:7]1.[ClH:37].[Na+:41].[Na+:42].[O-:43][C:44](=[O:45])[O-:46].[OH2:53]>>[Cl:1][c:2]1[cH:3][c:4]([C:9]2([C:33]([F:34])([F:35])[F:36])[CH2:10][N:11]([c:14]3[cH:15][c:16]([C:29]([F:30])([F:31])[F:32])[c:17]([CH2:18][NH2:19])[cH:27][cH:28]3)[CH2:12][CH2:13]2)[cH:5][c:6]([Cl:8])[cH:7]1.